Dataset: the Open Reaction Database (ORD), a public repository of structured organic reaction records. Task: describe an organic reaction: reactants, conditions, products, and yield Starting materials: C[N+]1(CCOCC1)[O-] (NMO), ice, C[C@@H]1CN(C[C@@H](O1)C)C1=C(C(=C(C=C1CO)C(C)=O)F)F (1-[4-((2R,6S)-2,6-dimethyl-morpholin-4-yl)-2,3-difluoro-5-hydroxymethyl-phenyl]-ethanone), C[C@@H]1CN(C[C@@H](O1)C)C1=C(C(=C(C=C1CO)C(C)=O)F)F (1-[4-((2R,6S)-2,6-dimethyl-morpholin-4-yl)-2,3-difluoro-5-hydroxymethyl-phenyl]-ethanone). Reagents/catalysts: CCC[N+](CCC)(CCC)CCC.[O-][Ru](=O)(=O)=O (TPAP). Solvent: C(Cl)Cl.CC#N (CH2Cl2 CH3CN). Run at time 2 hour. Product: C(C)(=O)C=1C(=C(C(=C(C=O)C1)N1C[C@H](O[C@H](C1)C)C)F)F (5-acetyl-2-((2R,6S)-2,6-dimethyl-morpholin-4-yl)-3,4-difluoro-benzaldehyde). As a reaction SMILES: [CH3:1][C@H:2]1[O:7][C@@H:6]([CH3:8])[CH2:5][N:4]([C:9]2[C:14]([CH2:15][OH:16])=[CH:13][C:12]([C:17](=[O:19])[CH3:18])=[C:11]([F:20])[C:10]=2[F:21])[CH2:3]1.C[N+]1([O-])CCOCC1>C(Cl)Cl.CC#N.CCC[N+](CCC)(CCC)CCC.[O-][Ru](=O)(=O)=O>[C:17]([C:12]1[C:11]([F:20])=[C:10]([F:21])[C:9]([N:4]2[CH2:3][C@H:2]([CH3:1])[O:7][C@H:6]([CH3:8])[CH2:5]2)=[C:14]([CH:13]=1)[CH:15]=[O:16])(=[O:19])[CH3:18] |f:2.3,4.5|. Procedure details: To an ice-cooled solution of 1-[4-((2R,6S)-2,6-dimethyl-morpholin-4-yl)-2,3-difluoro-5-hydroxymethyl-phenyl]-ethanone (Intermediate 10, 3.2 g, 9.72 mmol) in CH2Cl2/CH3CN mixture (20 mL, 1:1 v/v) was added NMO (2.2 g, 19.44 mmol) followed by TPAP (340 mg, 0.97 mmol) and mixture stirred for 2 hours at room temperature. The reaction mixture filtered thorough silica gel bed and washed with EtOAc. The organic phase concentrated under reduced pressure to give the title compound as a yellow crystalline... Reactants: C(C)(C)(C)OC(=O)N1C[C@@H](N(C[C@H]1C)C(=O)OCC1=CC=CC=C1)CO ((2R,5R)-2-hydroxymethyl-5-methyl-piperazine-1,4-dicarboxylic acid 1-benzyl ester 4-tert-butyl ester), C(C1=CC=CC=C1)=O (benzaldehyde), C(C)(=O)O[BH-](OC(C)=O)OC(C)=O.[Na+] (sodium triacetoxyborohydride), ClCCCl (1,2-dichloroethane). Run in petrol, CCOC(=O)C (EtOAc). Run at temperature 20 celsius, time 18 hour. Yields the product C(C)(C)(C)OC(=O)N1[C@@H](CN([C@H](C1)CO)CC1=CC=CC=C1)C ((2R,5R)-4-Benzyl-5-hydroxymethyl-2-methyl-piperazine-1-carboxylic acid tert-butyl ester). Yield: 94.8%. As a reaction SMILES: [C:1]([O:5][C:6]([N:8]1[C@H:13]([CH3:14])[CH2:12][N:11]([C:15](OCC2C=CC=CC=2)=O)[C@@H:10]([CH2:25][OH:26])[CH2:9]1)=[O:7])([CH3:4])([CH3:3])[CH3:2].C(=O)[C:28]1[CH:33]=[CH:32][CH:31]=[CH:30][CH:29]=1.C(O[BH-](OC(=O)C)OC(=O)C)(=O)C.[Na+].ClCCCl>CCOC(C)=O>[C:1]([O:5][C:6]([N:8]1[CH2:9][C@H:10]([CH2:25][OH:26])[N:11]([CH2:15][C:28]2[CH:33]=[CH:32][CH:31]=[CH:30][CH:29]=2)[CH2:12][C@H:13]1[CH3:14])=[O:7])([CH3:2])([CH3:3])[CH3:4] |f:2.3|. Procedure details: A mixture of (2R,5R)-2-hydroxymethyl-5-methyl-piperazine-1,4-dicarboxylic acid 1-benzyl ester 4-tert-butyl ester (3.48 g, 15.1 mmol), benzaldehyde (1.76 g, 16.6 mmol), sodium triacetoxyborohydride (3.84 g, 18.1 mmol) and 1,2-dichloroethane (30 mL) was stirred at 20° C. for 18 h, then partitioned between saturated aqueous NaHCO3 (150 mL) and DCM (3×50 mL). Combined organic extracts were dried (Na2SO4) then evaporated in vacuo to give an oil. Chromatography (SiO2, 0-30% EtOAc in petrol) gave the t...